From a dataset of the Open Reaction Database (ORD), a public repository of structured organic reaction records. describe an organic reaction: reactants, conditions, products, and yield The reactants are NC1=CC(CC(C1)(C)C)=O (3-Amino-5,5-dimethyl-2-cyclohexen-1-one), ClC1=CC=C(OC=2C=C(C=O)C=CC2)C=C1 (3-(4-chlorophenoxy)benzaldehyde). Yields the product ClC1=CC=C(OC=2C=C(C=CC2)C2C=3C(CC(CC3NC=3CC(CC(C23)=O)(C)C)(C)C)=O)C=C1 (9-[3-(4-chlorophenoxy)-phenyl]-3,4,6,7,9,10-hexahydro-3,3,6,6-tetramethyl-1,8(2H,5H)-acridinedione). RXN SMILES: [NH2:1][C:2]1[CH2:7][C:6]([CH3:9])([CH3:8])[CH2:5][C:4](=[O:10])[CH:3]=1.[Cl:11][C:12]1[CH:26]=[CH:25][C:15]([O:16][C:17]2[CH:18]=[C:19]([CH:22]=[CH:23][CH:24]=2)[CH:20]=O)=[CH:14][CH:13]=1>>[Cl:11][C:12]1[CH:26]=[CH:25][C:15]([O:16][C:17]2[CH:18]=[C:19]([CH:20]3[C:3]4[C:4](=[O:10])[CH2:5][C:6]([CH3:9])([CH3:8])[CH2:7][C:2]=4[NH:1][C:2]4[CH2:7][C:6]([CH3:9])([CH3:8])[CH2:5][C:4](=[O:10])[C:3]3=4)[CH:22]=[CH:23][CH:24]=2)=[CH:14][CH:13]=1. Procedure: 3-Amino-5,5-dimethyl-2-cyclohexen-1-one was reacted with 3-(4-chlorophenoxy)benzaldehyde in an analogous manner to that described in Example 1 to give 9-[3-(4-chlorophenoxy)-phenyl]-3,4,6,7,9,10-hexahydro-3,3,6,6-tetramethyl-1,8(2H,5H)-acridinedione. Crystallization from dimethylformamide/water gave a beige crystalline solid of melting point 238-239° C.